Dataset: the Open Reaction Database (ORD), a public repository of structured organic reaction records. Task: describe an organic reaction: reactants, conditions, products, and yield Reactants: CNC (dimethylamine), FC1=C2C(=CNC2=CC=C1)C(C(=O)N1CCN(CC1)C=1C(C(C1OC(C)C)=O)=O)=O (3-[4-[2-(4-fluoro-1H-indol-3-yl)-2-oxoacetyl]piperazin1-yl]-4-isopropoxy-cyclobut-3-ene-1,2-dione). The solvent is C(C)O (ethanol). Reaction conditions: time 2 hour. The product is FC1=C2C(=CNC2=CC=C1)C(C(=O)N1CCN(CC1)C=1C(C(C1N(C)C)=O)=O)=O (3-[4-[2-(4-Fluoro-1H-indol-3-yl)-2-oxoacetyl]piperazin1-yl]-4-dimethylamino-cyclobut-3-ene-1,2-dione). The yield is 99.0%. RXN SMILES: [CH3:1][NH:2][CH3:3].[F:4][C:5]1[CH:13]=[CH:12][CH:11]=[C:10]2[C:6]=1[C:7]([C:14](=[O:33])[C:15]([N:17]1[CH2:22][CH2:21][N:20]([C:23]3[C:24](=[O:32])[C:25](=[O:31])[C:26]=3OC(C)C)[CH2:19][CH2:18]1)=[O:16])=[CH:8][NH:9]2>C(O)C>[F:4][C:5]1[CH:13]=[CH:12][CH:11]=[C:10]2[C:6]=1[C:7]([C:14](=[O:33])[C:15]([N:17]1[CH2:18][CH2:19][N:20]([C:23]3[C:24](=[O:32])[C:25](=[O:31])[C:26]=3[N:2]([CH3:3])[CH3:1])[CH2:21][CH2:22]1)=[O:16])=[CH:8][NH:9]2. Reported procedure: To a saturated solution of dimethylamine in ethanol (2 mL), cooled at 5° C. under Ar, was added 3-[4-[2-(4-fluoro-1H-indol-3-yl)-2-oxoacetyl]piperazin1-yl]-4-isopropoxy-cyclobut-3-ene-1,2-dione (0.020 g, 0.048 mmol) and the mixture was then allowed to stir at room temperature for 2 h. The volatiles were then removed in vacuo to give the essentially pure title compound (0.019 g, 99%) as a white solid: Reactants: COC(=O)c1ccc(N)cc1NC(=O)c1ccc(C(C)(C)C)cc1, O=N[O-], [Na+], O, O=C(O)C(F)(F)F, O=S(=O)(O)O. Product: COC(=O)c1ccc(O)cc1NC(=O)c1ccc(C(C)(C)C)cc1. RXN SMILES: [CH3:1][O:2][C:3]([c:4]1[c:5]([NH:11][C:12]([c:13]2[cH:14][cH:15][c:16]([C:19]([CH3:20])([CH3:21])[CH3:22])[cH:17][cH:18]2)=[O:23])[cH:6][c:7]([NH2:10])[cH:8][cH:9]1)=[O:24].[N:25](=[O:26])[O-:27].[Na+:28].[OH2:41].[OH:34][C:35]([C:36]([F:37])([F:38])[F:39])=[O:40].[S:29](=[O:30])(=[O:31])([OH:32])[OH:33]>>[CH3:1][O:2][C:3]([c:4]1[c:5]([NH:11][C:12]([c:13]2[cH:14][cH:15][c:16]([C:19]([CH3:20])([CH3:21])[CH3:22])[cH:17][cH:18]2)=[O:23])[cH:6][c:7]([OH:26])[cH:8][cH:9]1)=[O:24]. Starting materials: CCCCOC(C)Oc1ccc(-c2ccc3c(c2)C=C(C(=O)OC)CCN3Cc2ccccc2OCC)cc1, CO, Cl, [Na+], C1CCOC1, [OH-], O. The product is CCCCOC(C)Oc1ccc(-c2ccc3c(c2)C=C(C(=O)O)CCN3Cc2ccccc2OCC)cc1. Reaction SMILES: [CH2:1]([CH2:2][CH2:3][CH3:4])[O:5][CH:6]([CH3:7])[O:8][c:9]1[cH:10][cH:11][c:12](-[c:15]2[cH:16][cH:17][c:18]3[c:19]([cH:39]2)[CH:20]=[C:21]([C:35](=[O:36])[O:37][CH3:38])[CH2:22][CH2:23][N:24]3[CH2:25][c:26]2[c:27]([O:32][CH2:33][CH3:34])[cH:28][cH:29][cH:30][cH:31]2)[cH:13][cH:14]1.[CH3:49][OH:50].[ClH:43].[Na+:41].[O:44]1[CH2:45][CH2:46][CH2:47][CH2:48]1.[OH-:40].[OH2:42]>>[CH2:1]([CH2:2][CH2:3][CH3:4])[O:5][CH:6]([CH3:7])[O:8][c:9]1[cH:10][cH:11][c:12](-[c:15]2[cH:16][cH:17][c:18]3[c:19]([cH:39]2)[CH:20]=[C:21]([C:35](=[O:36])[OH:37])[CH2:22][CH2:23][N:24]3[CH2:25][c:26]2[c:27]([O:32][CH2:33][CH3:34])[cH:28][cH:29][cH:30][cH:31]2)[cH:13][cH:14]1. Reactants: C1(=CC=CC=C1)S(=O)(=O)N1C(=CC2=C1N=CN=C2C=2C(=C(C=CC2)NC(C2=CC=C(C=C2)C(C)(C)C)=O)C)Br (N-[3-(7-Benzenesulfonyl-6-bromo-7H-pyrrolo[2,3-d]pyrimidin-4-yl)-2-methyl-phenyl]-4-tert-butyl-benzamide), CC(C)(C)[O-].[K+] (potassium tert-butylate), CC(C)(C)[O-].[K+] (potassium tert-butylate). The solvent is C1CCOC1 (THF), C1CCOC1 (THF), C1CCOC1 (THF). Run at temperature 0 celsius, time 1 hour. Product: BrC1=CC2=C(N=CN=C2C=2C(=C(C=CC2)NC(C2=CC=C(C=C2)C(C)(C)C)=O)C)N1 (N-[3-(6-Bromo-7H-pyrrolo[2,3-d]pyrimidin-4-yl)-2-methyl-phenyl]-4-tert-butyl-benzamide). As a reaction SMILES: C1(S([N:10]2[C:14]3[N:15]=[CH:16][N:17]=[C:18]([C:19]4[C:20]([CH3:38])=[C:21]([NH:25][C:26](=[O:37])[C:27]5[CH:32]=[CH:31][C:30]([C:33]([CH3:36])([CH3:35])[CH3:34])=[CH:29][CH:28]=5)[CH:22]=[CH:23][CH:24]=4)[C:13]=3[CH:12]=[C:11]2[Br:39])(=O)=O)C=CC=CC=1.CC([O-])(C)C.[K+]>C1COCC1>[Br:39][C:11]1[NH:10][C:14]2[N:15]=[CH:16][N:17]=[C:18]([C:19]3[C:20]([CH3:38])=[C:21]([NH:25][C:26](=[O:37])[C:27]4[CH:32]=[CH:31][C:30]([C:33]([CH3:35])([CH3:36])[CH3:34])=[CH:29][CH:28]=4)[CH:22]=[CH:23][CH:24]=3)[C:13]=2[CH:12]=1 |f:1.2|. Procedure details: To a solution of Intermediate 53 (3.82 g, 6.33 mmol) in THF (64 ml) was added a solution of potassium tert-butylate in THF (1 M, 9.49 ml, 9.49 mmol) at 0° C. The mixture was stirred at 0° C. for 1 hr, then an additional solution of potassium tert-butylate in THF (1 M, 2.00 ml, 2.00 mmol) was added and stirring was continued for an additional 1 hr. The reaction was quenched by addition of sat. aqueous NaHCO3 solution, and the mixture was extracted with EtOAc. The organic layer was dried, filtered... The reactants are C(C1=CC=CC=C1)(C1=CC=CC=C1)(C1=CC=CC=C1)NC=1SC=C(N1)/C(/C(=O)NC1[C@@H]2N(C(=C(CS2)CCl)C(=O)OCC2=CC=C(C=C2)OC)C1=O)=N/OCC(=O)OC(C1=CC=CC=C1)C1=CC=CC=C1 (p-methoxybenzyl 7-{(Z)-2-(2-tritylaminothiazol-4-yl)-2-diphenylmethoxycarbonylmethoxyiminoacetamido}-3-chloromethyl-3-cephem-4-carboxylate), SC=1SC=2C=NC=CC2N1 (2-mercaptothiazolo[5,4-c]pyridine), SC=1SC2=C(C=NC=C2)N1 (2-mercaptothiazolo[4,5-c]pyridine). Product: C(C1=CC=CC=C1)(C1=CC=CC=C1)(C1=CC=CC=C1)NC=1SC=C(N1)/C(/C(=O)NC1[C@@H]2N(C(=C(CS2)CSC=2SC=3C=NC=CC3N2)C(=O)OCC2=CC=C(C=C2)OC)C1=O)=N/OCC(=O)OC(C1=CC=CC=C1)C1=CC=CC=C1 (p-methoxybenzyl 7-{(Z)-2-(2-tritylaminothiazol-4-yl)-2-diphenylmethoxycarbonylmethoxyiminoacetamido}-3-(thiazolo[5,4-c]pyridin-2-yl)thiomethyl-3-cephem-4-carboxylate). Yield: 75.2%. Reaction SMILES: [C:1]([NH:20][C:21]1[S:22][CH:23]=[C:24](/[C:26](=[N:53]/[O:54][CH2:55][C:56]([O:58][CH:59]([C:66]2[CH:71]=[CH:70][CH:69]=[CH:68][CH:67]=2)[C:60]2[CH:65]=[CH:64][CH:63]=[CH:62][CH:61]=2)=[O:57])/[C:27]([NH:29][CH:30]2[C:51](=[O:52])[N:32]3[C:33]([C:39]([O:41][CH2:42][C:43]4[CH:48]=[CH:47][C:46]([O:49][CH3:50])=[CH:45][CH:44]=4)=[O:40])=[C:34]([CH2:37]Cl)[CH2:35][S:36][C@H:31]23)=[O:28])[N:25]=1)([C:14]1[CH:19]=[CH:18][CH:17]=[CH:16][CH:15]=1)([C:8]1[CH:13]=[CH:12][CH:11]=[CH:10][CH:9]=1)[C:2]1[CH:7]=[CH:6][CH:5]=[CH:4][CH:3]=1.[SH:72][C:73]1[S:74][C:75]2[CH:76]=[N:77][CH:78]=[CH:79][C:80]=2[N:81]=1.SC1SC2C=CN=CC=2N=1>>[C:1]([NH:20][C:21]1[S:22][CH:23]=[C:24](/[C:26](=[N:53]/[O:54][CH2:55][C:56]([O:58][CH:59]([C:66]2[CH:71]=[CH:70][CH:69]=[CH:68][CH:67]=2)[C:60]2[CH:65]=[CH:64][CH:63]=[CH:62][CH:61]=2)=[O:57])/[C:27]([NH:29][CH:30]2[C:51](=[O:52])[N:32]3[C:33]([C:39]([O:41][CH2:42][C:43]4[CH:48]=[CH:47][C:46]([O:49][CH3:50])=[CH:45][CH:44]=4)=[O:40])=[C:34]([CH2:37][S:72][C:73]4[S:74][C:75]5[CH:76]=[N:77][CH:78]=[CH:79][C:80]=5[N:81]=4)[CH2:35][S:36][C@H:31]23)=[O:28])[N:25]=1)([C:14]1[CH:19]=[CH:18][CH:17]=[CH:16][CH:15]=1)([C:8]1[CH:13]=[CH:12][CH:11]=[CH:10][CH:9]=1)[C:2]1[CH:7]=[CH:6][CH:5]=[CH:4][CH:3]=1. Procedure: Using 301 mg of p-methoxybenzyl 7-{(Z)-2-(2-tritylaminothiazol-4-yl)-2-diphenylmethoxycarbonylmethoxyiminoacetamido}-3-chloromethyl-3-cephem-4-carboxylate and 60 mg of 2-mercaptothiazolo[5,4-c]pyridine in place of p-methoxybenzyl 7-{(Z)-2-(2-tritylaminothiazol-4-yl)-2-methoxyiminoacetamido}-3-chloromethyl-3-cephem-4-carboxylate and 2-mercaptothiazolo[4,5-c]pyridine, respectively, the reaction and purification were carried out in the same manner as in Example 1(a) to obtain 256 mg of the title co... Starting materials: C([O-])([O-])=O.[K+].[K+] (potassium carbonate), BrC=1N=C(NC1Br)CC (4,5-Dibromo-2-ethylimidazole), ClCOC ((Chloromethyl)methyl ether). Run in [Cl-].[Na+].O (brine), CN(C=O)C (N,N-dimethylformamide). Conditions: time 2 hour. Yields the product BrC=1N=C(N(C1Br)COC)CC (4,5-dibromo-2-ethyl-1-(methoxymethyl)imidazole). Yield: 87.2%. Reaction SMILES: [Br:1][C:2]1[N:3]=[C:4]([CH2:8][CH3:9])[NH:5][C:6]=1[Br:7].C(=O)([O-])[O-].[K+].[K+].Cl[CH2:17][O:18][CH3:19]>CN(C)C=O.[Cl-].[Na+].O>[Br:1][C:2]1[N:3]=[C:4]([CH2:8][CH3:9])[N:5]([CH2:17][O:18][CH3:19])[C:6]=1[Br:7] |f:1.2.3,6.7.8|. Reported procedure: 4,5-Dibromo-2-ethylimidazole (451.3 g) was dissolved in N,N-dimethylformamide (2.25 L), and potassium carbonate (368 g) was added. (Chloromethyl)methyl ether (200 g) was gradually added dropwise under ice-cooling and the mixture was stirred at room temperature for 2 hr. The reaction mixture was poured into ice-cooled brine and the mixture was extracted with ethyl acetate. The organic layer was washed successively with water and saturated brine, and dried over anhydrous magnesium sulfate. The sol... The reactants are C[Si](C)(C)CCOCn1cc(C=O)c2nc(Br)cnc21, CCn1cc(B2OC(C)(C)C(C)(C)O2)cn1, [K+], [K+], O=C([O-])[O-], O, c1ccc(P(c2ccccc2)(c2ccccc2)[Pd](P(c2ccccc2)(c2ccccc2)c2ccccc2)(P(c2ccccc2)(c2ccccc2)c2ccccc2)P(c2ccccc2)(c2ccccc2)c2ccccc2)cc1. Yields the product CCn1cc(-c2cnc3c(n2)c(C=O)cn3COCC[Si](C)(C)C)cn1. Reaction SMILES: [Br:1][c:2]1[n:3][c:4]2[c:5]([n:6][cH:7]1)[n:8]([CH2:13][O:14][CH2:15][CH2:16][Si:17]([CH3:18])([CH3:19])[CH3:20])[cH:9][c:10]2[CH:11]=[O:12].[CH2:21]([CH3:22])[n:23]1[n:24][cH:25][c:26]([B:28]2[O:29][C:30]([CH3:31])([CH3:32])[C:33]([CH3:34])([CH3:35])[O:36]2)[cH:27]1.[K+:37].[K+:38].[O-:39][C:40]([O-:41])=[O:42].[OH2:43].[cH:44]1[cH:45][cH:46][c:47]([P:48]([Pd:49]([P:50]([c:51]2[cH:52][cH:53][cH:54][cH:55][cH:56]2)([c:57]2[cH:58][cH:59][cH:60][cH:61][cH:62]2)[c:63]2[cH:64][cH:65][cH:66][cH:67][cH:68]2)([P:69]([c:70]2[cH:71][cH:72][cH:73][cH:74][cH:75]2)([c:76]2[cH:77][cH:78][cH:79][cH:80][cH:81]2)[c:82]2[cH:83][cH:84][cH:85][cH:86][cH:87]2)[P:88]([c:89]2[cH:90][cH:91][cH:92][cH:93][cH:94]2)([c:95]2[cH:96][cH:97][cH:98][cH:99][cH:100]2)[c:101]2[cH:102][cH:103][cH:104][cH:105][cH:106]2)([c:107]2[cH:108][cH:109][cH:110][cH:111][cH:112]2)[c:113]2[cH:114][cH:115][cH:116][cH:117][cH:118]2)[cH:119][cH:120]1>>[c:2]1(-[c:26]2[cH:25][n:24][n:23]([CH2:21][CH3:22])[cH:27]2)[n:3][c:4]2[c:5]([n:6][cH:7]1)[n:8]([CH2:13][O:14][CH2:15][CH2:16][Si:17]([CH3:18])([CH3:19])[CH3:20])[cH:9][c:10]2[CH:11]=[O:12].